Dataset: the Open Reaction Database (ORD), a public repository of structured organic reaction records. Task: describe an organic reaction: reactants, conditions, products, and yield Reactants: C(C)(C)(C)OC(NC1=C(C=C(C=C1)F)F)=O ((2,4-Difluoro-phenyl)-carbamic acid tert-butyl ester), C(CCC)[Li] (n-butyllithium), CN(C=O)C (N,N-dimethylformamide), C(C)(C)[N-]C(C)C.[Li+] (Lithium diisopropylamide). The solvent is O1CCCC1 (tetrahydrofuran). Run at time 35 minute. Product: C(C)(C)(C)OC(NC1=C(C(=C(C=C1)F)C=O)F)=O ((2,4-Difluoro-3-formyl-phenyl)-carbamic acid tert-butyl ester). As a reaction SMILES: [C:1]([O:5][C:6](=[O:16])[NH:7][C:8]1[CH:13]=[CH:12][C:11]([F:14])=[CH:10][C:9]=1[F:15])([CH3:4])([CH3:3])[CH3:2].C([Li])CCC.C([N-]C(C)C)(C)C.[Li+].CN(C)[CH:32]=[O:33]>O1CCCC1>[C:1]([O:5][C:6](=[O:16])[NH:7][C:8]1[CH:13]=[CH:12][C:11]([F:14])=[C:10]([CH:32]=[O:33])[C:9]=1[F:15])([CH3:4])([CH3:2])[CH3:3] |f:2.3|. Procedure: To 2,4-difluoro-phenyl)-carbamic acid tert-butyl ester (123, 1.41 g, 6.17 mmol) in tetrahydrofuran (60.0 mL) under an atmosphere of nitrogen at 78° C. were added n-butyllithium (2.50 M in hexane, 2.59 mL) for 30 min. Lithium diisopropylamide (2.0 M in hexane, 3.4 mL) was added to the reaction. After 35 min, N,N-dimethylformamide (1.05 mL, 0.0136 mol) was added to the reaction mixture. The reaction was allowed to cool to room temperature overnight. The organic layer was washed with brine, dried o... Starting materials: ClC1=C(OC=2C=CC(=C(C2)S(=O)(=O)NC2CC2)O)C(=CC(=C1)NC#N)C (5-[2-chloro-4-cyanoamino-6-methyl-phenoxy]-N-cyclopropyl-2-hydroxy-benzenesulfonamide), [N-]=[N+]=[N-].[Na+] (Sodium azide), [Cl-].[NH4+] (ammonium chloride). Run at temperature 165 celsius. Product: ClC1=C(OC=2C=CC(=C(C2)S(=O)(=O)NC2CC2)O)C(=CC(=C1)NC1=NN=NN1)C (5-[2-Chloro-6-methyl-4-(1H-tetrazol-5-ylamino)-phenoxy]-N-cyclopropyl-2-hydroxy-benzenesulfonamide). Reaction SMILES: [Cl:1][C:2]1[CH:22]=[C:21]([NH:23][C:24]#[N:25])[CH:20]=[C:19]([CH3:26])[C:3]=1[O:4][C:5]1[CH:6]=[CH:7][C:8]([OH:18])=[C:9]([S:11]([NH:14][CH:15]2[CH2:17][CH2:16]2)(=[O:13])=[O:12])[CH:10]=1.[N-:27]=[N+:28]=[N-:29].[Na+].[Cl-].[NH4+]>>[Cl:1][C:2]1[CH:22]=[C:21]([NH:23][C:24]2[NH:29][N:28]=[N:27][N:25]=2)[CH:20]=[C:19]([CH3:26])[C:3]=1[O:4][C:5]1[CH:6]=[CH:7][C:8]([OH:18])=[C:9]([S:11]([NH:14][CH:15]2[CH2:16][CH2:17]2)(=[O:12])=[O:13])[CH:10]=1 |f:1.2,3.4|. Reported procedure: 5-[2-Chloro-6-methyl-4-(1H-tetrazol-5-ylamino)-phenoxy]-N-cyclopropyl-2-hydroxy-benzenesulfon-amide was prepared from 5-[2-chloro-4-cyanoamino-6-methyl-phenoxy]-N-cyclopropyl-2-hydroxy-benzenesulfonamide according to a procedure analogous to that described in EXAMPLE 1, Step C. Sodium azide (1.2 equiv) and ammonium chloride (10 equiv) were used, and the reaction was heated to 165° C. for 3 hours. After the reaction had been acidified, the aqueous mixture was washed with ethyl acetate (3×10 ml). ... Reactants: O=C([O-])[O-], CO, [K+], [K+], O=[N+]([O-])c1cccc2nc(CN3CCOCC3)ccc12. Yields the product Nc1cccc2nc(CN3CCOCC3)ccc12. As a reaction SMILES: [C:21](=[O:22])([O-:23])[O-:24].[CH3:27][OH:28].[K+:25].[K+:26].[O:1]1[CH2:2][CH2:3][N:4]([CH2:7][c:8]2[n:9][c:10]3[cH:11][cH:12][cH:13][c:14]([N+:18]([O-:19])=[O:20])[c:15]3[cH:16][cH:17]2)[CH2:5][CH2:6]1>>[O:1]1[CH2:2][CH2:3][N:4]([CH2:7][c:8]2[n:9][c:10]3[cH:11][cH:12][cH:13][c:14]([NH2:18])[c:15]3[cH:16][cH:17]2)[CH2:5][CH2:6]1. Reactants: CC([C@@H](C(=O)OC)N1C(C2=CC(=CC=C2C1)C1=CC=C(C=C1)NC(C1=CN=C(C=C1)N1CCOCC1)=O)=O)C ((S)-Methyl 3-methyl-2-(6-(4-(6-morpholinonicotinamido)phenyl)-1-oxoisoindolin-2-yl)butanoate), compound, N1CCCC1 (pyrrolidine). Product: CC([C@@H](C(=O)OC)N1C(C2=CC(=CC=C2C1)C1=CC=C(C=C1)NC(C1=CN=C(C=C1)N1CCCC1)=O)=O)C ((S)-Methyl 3-methyl-2-(1-oxo-6-(4-(6-(pyrrolidin-1-yl)nicotinamido)phenyl)iso indolin-2-yl)butanoate). Yield: 67.0%. Reaction SMILES: [CH3:1][CH:2]([CH3:39])[C@H:3]([N:8]1[CH2:16][C:15]2[C:10](=[CH:11][C:12]([C:17]3[CH:22]=[CH:21][C:20]([NH:23][C:24](=[O:37])[C:25]4[CH:30]=[CH:29][C:28]([N:31]5[CH2:36][CH2:35]O[CH2:33][CH2:32]5)=[N:27][CH:26]=4)=[CH:19][CH:18]=3)=[CH:13][CH:14]=2)[C:9]1=[O:38])[C:4]([O:6][CH3:7])=[O:5].N1CCCC1>>[CH3:1][CH:2]([CH3:39])[C@H:3]([N:8]1[CH2:16][C:15]2[C:10](=[CH:11][C:12]([C:17]3[CH:22]=[CH:21][C:20]([NH:23][C:24](=[O:37])[C:25]4[CH:30]=[CH:29][C:28]([N:31]5[CH2:36][CH2:35][CH2:33][CH2:32]5)=[N:27][CH:26]=4)=[CH:19][CH:18]=3)=[CH:13][CH:14]=2)[C:9]1=[O:38])[C:4]([O:6][CH3:7])=[O:5]. Procedure: The compound of example 216 was prepared analogous to compound of example 212 by reaction of compound of example 211 with pyrrolidine. Run at time 3 hour. The reactants are COC1=CC=C(C=C1)CCCC(=O)O (4-(4-Methoxyphenyl)butyric acid), S(=O)(Cl)Cl (thionyl chloride). As a reaction SMILES: [CH3:1][O:2][C:3]1[CH:8]=[CH:7][C:6]([CH2:9][CH2:10][CH2:11][C:12]([OH:14])=O)=[CH:5][CH:4]=1.S(Cl)([Cl:17])=O>>[CH3:1][O:2][C:3]1[CH:8]=[CH:7][C:6]([CH2:9][CH2:10][CH2:11][C:12]([Cl:17])=[O:14])=[CH:5][CH:4]=1. Procedure: 4-(4-Methoxyphenyl)butyric acid (2.0 g, 10.3 mmol) was treated with thionyl chloride (20 mL). The reaction was stirred at rt for 3 h, heated at 65° C. overnight and then concentrated under reduced pressure to give 4-(4-methoxyphenyl)butyryl chloride (2.3 g) as a yellow oil which was used without farther purification. IR (NaCl): 1795, 1510, 1244 cm-1. Product: COC1=CC=C(C=C1)CCCC(=O)Cl (4-(4-methoxyphenyl)butyryl chloride).